From a dataset of the Open Reaction Database (ORD), a public repository of structured organic reaction records. describe an organic reaction: reactants, conditions, products, and yield Starting materials: C[O-].[Na+] (sodium methoxide), C(#N)C1=NN(C2=NC=CC=C21)CC2=C(C=CC=C2)F (3-Cyano-1-(2-fluorobenzyl)-1H-pyrazolo[3,4-b]pyridine). The solvent is CO (methanol). Reaction conditions: time 2 hour. The product is FC1=C(CN2N=C(C=3C2=NC=CC3)C(OC)=N)C=CC=C1 (Methyl 1-(2-Fluorobenzyl)-1H-pyrazolo[3,4-b]pyridine-3-carboximidate). RXN SMILES: [CH3:1][O-:2].[Na+].[C:4]([C:6]1[C:14]2[C:9](=[N:10][CH:11]=[CH:12][CH:13]=2)[N:8]([CH2:15][C:16]2[CH:21]=[CH:20][CH:19]=[CH:18][C:17]=2[F:22])[N:7]=1)#[N:5]>CO>[F:22][C:17]1[CH:18]=[CH:19][CH:20]=[CH:21][C:16]=1[CH2:15][N:8]1[C:9]2=[N:10][CH:11]=[CH:12][CH:13]=[C:14]2[C:6]([C:4](=[NH:5])[O:2][CH3:1])=[N:7]1 |f:0.1|. Procedure details: 30.37 g (562 mmol) of sodium methoxide are dissolved in 1.5 l of methanol, and 36.45 g (144.5 mmol) of 3-cyano-1-(2-fluorobenzyl)-1H-pyrazolo[3,4-b]pyridine from Example 23A are added. The mixture is stirred at room temperature for 2 hours and the resulting solution is directly employed in the next step. Starting materials: N1N=CN=C1 (1,2,4-triazole), C([O-])([O-])=O.[K+].[K+] (potassium carbonate), FCC(C(C)=O)(C)C (1-fluoro-2,2-dimethyl-butan-3-one), BrBr (bromine). Solvent: CC(=O)C (acetone), C(Cl)Cl (methylene chloride). The product is FCC(C(CBr)=O)(C)C (1-fluoro-4-bromo-2,2-dimethyl-butan-3-one). Isolated yield 99.9%. Reaction SMILES: [F:1][CH2:2][C:3]([CH3:8])([CH3:7])[C:4](=[O:6])[CH3:5].[Br:9]Br.N1C=NC=N1.C(=O)([O-])[O-].[K+].[K+]>C(Cl)Cl.CC(C)=O>[F:1][CH2:2][C:3]([CH3:8])([CH3:7])[C:4](=[O:6])[CH2:5][Br:9] |f:3.4.5|. Reported procedure: 4.18 kg (35.4 mol) of 1-fluoro-2,2-dimethyl-butan-3-one were dissolved in 30 liters of methylene chloride, and 5.67 kg of bromine were added dropwise at 20° C. in the course of 2 hours such that continuous decolorisation occurred. The solvent was distilled off under a waterpump vacuum, a further 15 liters of methylene chloride were added to the residue and the solvent was again distilled off under a waterpump vacuum. The crude 1-fluoro-4-bromo-2,2-dimethyl-butan-3-one (6.97 kg, quantitative yiel... The reactants are NCCCCC(CN(C[C@H]([C@H](CC1=CC=CC=C1)NC(O[C@H]1CO[C@H]2OCC[C@H]21)=O)O)S(=O)(=O)C2=CC(=CC=C2)NC)(C)C ((3R,3aS,6aR)hexahydrofuro[2,3-b]furan-3-yl N-[(1S,2R)-3-((6-amino-2,2-dimethylhexyl)[3-(methylamino)phenyl]sulfonylamino)-1-benzyl-2-hydroxypropyl]carbamate), C(C)(C)N(C(C)C)CC (N,N-diisopropylethylamine), ClC(=O)OC (methyl chloroformate). Solvent: C1CCOC1 (THF). Yields the product C(C1=CC=CC=C1)[C@@H]([C@@H](CN(S(=O)(=O)C1=CC(=CC=C1)NC)CC(CCCCNC(=O)OC)(C)C)O)NC(O[C@H]1CO[C@H]2OCC[C@H]21)=O ((3R,3aS,6aR)hexahydrofuro[2,3-b]furan-3-yl N-[(1S,2R)-1-benzyl-2-hydroxy-3-(6-[(methoxycarbonyl)amino]-2,2-dimethylhexyl[3-(methylamino)phenyl]sulfonylamino)propyl]carbamate). The yield is 91.5%. As a reaction SMILES: [NH2:1][CH2:2][CH2:3][CH2:4][CH2:5][C:6]([CH3:44])([CH3:43])[CH2:7][N:8]([S:32]([C:35]1[CH:40]=[CH:39][CH:38]=[C:37]([NH:41][CH3:42])[CH:36]=1)(=[O:34])=[O:33])[CH2:9][C@@H:10]([OH:31])[C@@H:11]([NH:19][C:20](=[O:30])[O:21][C@@H:22]1[C@H:29]2[C@H:25]([O:26][CH2:27][CH2:28]2)[O:24][CH2:23]1)[CH2:12][C:13]1[CH:18]=[CH:17][CH:16]=[CH:15][CH:14]=1.C(N(CC)C(C)C)(C)C.Cl[C:55]([O:57][CH3:58])=[O:56]>C1COCC1>[CH2:12]([C@H:11]([NH:19][C:20](=[O:30])[O:21][C@@H:22]1[C@H:29]2[C@H:25]([O:26][CH2:27][CH2:28]2)[O:24][CH2:23]1)[C@H:10]([OH:31])[CH2:9][N:8]([CH2:7][C:6]([CH3:44])([CH3:43])[CH2:5][CH2:4][CH2:3][CH2:2][NH:1][C:55]([O:57][CH3:58])=[O:56])[S:32]([C:35]1[CH:40]=[CH:39][CH:38]=[C:37]([NH:41][CH3:42])[CH:36]=1)(=[O:34])=[O:33])[C:13]1[CH:14]=[CH:15][CH:16]=[CH:17][CH:18]=1. Reported procedure: A solution of 55 mg (0.087 mmol) of (3R,3aS,6aR)hexahydrofuro[2,3-b]furan-3-yl N-[(1S,2R)-3-((6-amino-2,2-dimethylhexyl)[3-(methylamino)phenyl]sulfonylamino)-1-benzyl-2-hydroxypropyl]carbamate and 17.0 μL (0.091 mmol) of N,N-diisopropylethylamine in 4 mL of anhydrous THF at 0° C. was treated with 7.0 μL (0.091 mmol) of methyl chloroformate. The solution was allowed to warm to RT with stirring. After 18 hours the solution was concentrated in vacuo and the residue was subjected to flash chromatogr... Starting materials: CC1=C(C=CC(=C1)C)C=C (2,4-dimethyl-1-vinylbenzene), C(C=C)(=O)OC(C)(C)C (tert-butyl acrylate). Reagents/catalysts: catalyst. Product: CC1=C(C=CC(=C1)C)/C=C/C(=O)OC(C)(C)C ((E)-tert-Butyl 3-(2,4-dimethylphenyl)acrylate). The yield is 74.0%. RXN SMILES: [CH3:1][C:2]1[CH:7]=[C:6]([CH3:8])[CH:5]=[CH:4][C:3]=1[CH:9]=[CH2:10].[C:11]([O:15][C:16]([CH3:19])([CH3:18])[CH3:17])(=[O:14])C=C>>[CH3:1][C:2]1[CH:7]=[C:6]([CH3:8])[CH:5]=[CH:4][C:3]=1/[CH:9]=[CH:10]/[C:11]([O:15][C:16]([CH3:19])([CH3:18])[CH3:17])=[O:14]. Reported procedure: The representative procedure was followed using 2,4-dimethyl-1-vinylbenzene (66 mg, 0.50 mmol), tert-butyl acrylate (128 mg, 1.00 mmol) and Grubbs-2 catalyst (8.5 mg, 0.01 mmol). Column chromatography on silica gel (eluting with 2% EtOAc/hexanes) afforded the product as a colorless oil (86 mg, 74%). Starting materials: ClN1C(CCC1=O)=O (N-chlorosuccinimide), CSC (dimethylsulfide), OC\C=C(/CCC=C(C)C)\C (nerol). The solvent is ClCCl (dichloromethane). Reaction conditions: temperature 0 celsius, time 4 hour. Product: C(\C=C(\C)/CCC=C(C)C)Cl (neryl chloride). RXN SMILES: [Cl:1]N1C(=O)CCC1=O.CSC.O[CH2:13]/[CH:14]=[C:15](/[CH3:22])\[CH2:16][CH2:17][CH:18]=[C:19]([CH3:21])[CH3:20]>ClCCl>[CH2:13]([Cl:1])/[CH:14]=[C:15](\[CH2:16][CH2:17][CH:18]=[C:19]([CH3:21])[CH3:20])/[CH3:22]. Reported procedure: To a solution of N-chlorosuccinimide (10.0 g) and dimethylsulfide (6.56 ml) in dichloromethane (200 ml) was added nerol (7.71 g) while being cooled with ice. The mixture was stirred at 0° C. for 4 hours. The reaction solution was washed with brine and dried over sodium sulfate anhydride. Then, the solvent was evaporated, thereby yielding a raw product of neryl chloride. In a manner similar to Reference Example 1, this raw product was reacted with methyl 4- hydroxybenzoate (7.61 g) and then hydro... The reactants are CCO, CO, O=C(O)CCC(=O)c1ccc(-c2ccc(Cl)cc2)cc1, Cl, NO, [Na+], [Na+], O=C([O-])[O-]. The product is O=C(O)CCC(=NO)c1ccc(-c2ccc(Cl)cc2)cc1. Reaction SMILES: [CH3:30][CH2:31][OH:32].[CH3:33][OH:34].[Cl:1][c:2]1[cH:3][cH:4][c:5](-[c:8]2[cH:9][cH:10][c:11]([C:14]([CH2:15][CH2:16][C:17](=[O:18])[OH:19])=[O:20])[cH:12][cH:13]2)[cH:6][cH:7]1.[ClH:21].[NH2:22][OH:23].[Na+:24].[Na+:25].[O-:26][C:27](=[O:28])[O-:29]>>[Cl:1][c:2]1[cH:3][cH:4][c:5](-[c:8]2[cH:9][cH:10][c:11]([C:14]([CH2:15][CH2:16][C:17](=[O:18])[OH:19])=[N:22][OH:23])[cH:12][cH:13]2)[cH:6][cH:7]1. Reactants: COC=1C[C@@H](CC[C@H](N1)C(C)C)C ((5R-trans)-3,4,5,6-tetrahydro-7-methoxy-2-(1-methylethyl)-5-methyl-2H-azepine), [Cl-].[NH4+] (ammonium chloride). Solvent: CO (MeOH). The product is Cl.CC(C)[C@@H]1CC[C@H](CC(N1)=N)C ((7S-trans)-hexahydro-7-(1-methylethyl)-4-methyl-1H-azepin-2-imine, monohydrochloride). Isolated yield 73.3%. Reaction SMILES: CO[C:3]1[CH2:4][C@H:5]([CH3:13])[CH2:6][CH2:7][C@@H:8]([CH:10]([CH3:12])[CH3:11])[N:9]=1.[Cl-:14].[NH4+:15]>CO>[ClH:14].[CH3:11][CH:10]([C@H:8]1[NH:9][C:3](=[NH:15])[CH2:4][C@H:5]([CH3:13])[CH2:6][CH2:7]1)[CH3:12] |f:1.2,4.5|. Procedure: The product of EXAMPLE 135 (690 mg, 3.8 mmol) in 20 mL of MeOH was reacted with ammonium chloride (201 mg, 3.8 mmol) by the method of EXAMPLE 27 to yield 570 mg (73%) of the white solid title material.